This data is from the Open Reaction Database (ORD), a public repository of structured organic reaction records. The task is: describe an organic reaction: reactants, conditions, products, and yield Yields the product COCOCCc1c(OC)c(OCOC)c(CCCCCc2c(OC)c(OCOC)cc(OC)c2OCOC)c(OC)c1OCOC. RXN SMILES: [CH2:33]([Li:34])[CH2:35][CH2:36][CH3:37].[CH3:1][O:2][CH2:3][O:4][CH2:5][CH2:6][c:7]1[c:8]([O:23][CH3:24])[c:9]([O:19][CH2:20][O:21][CH3:22])[cH:10][c:11]([O:17][CH3:18])[c:12]1[O:13][CH2:14][O:15][CH3:16].[CH3:25][N:26]([CH2:27][CH2:28][N:29]([CH3:30])[CH3:31])[CH3:32].[CH3:62][c:63]1[cH:64][cH:65][cH:66][cH:67][cH:68]1.[CH3:69][N:70]([CH3:71])[P:72](=[O:73])([N:74]([CH3:75])[CH3:76])[N:77]([CH3:78])[CH3:79].[CH3:80][CH2:81][O:82][CH2:83][CH3:84].[I:38][CH2:39][CH2:40][CH2:41][CH2:42][CH2:43][c:44]1[c:45]([O:60][CH3:61])[c:46]([O:56][CH2:57][O:58][CH3:59])[cH:47][c:48]([O:54][CH3:55])[c:49]1[O:50][CH2:51][O:52][CH3:53]>>[CH3:1][O:2][CH2:3][O:4][CH2:5][CH2:6][c:7]1[c:8]([O:23][CH3:24])[c:9]([O:19][CH2:20][O:21][CH3:22])[c:10]([CH2:39][CH2:40][CH2:41][CH2:42][CH2:43][c:44]2[c:45]([O:60][CH3:61])[c:46]([O:56][CH2:57][O:58][CH3:59])[cH:47][c:48]([O:54][CH3:55])[c:49]2[O:50][CH2:51][O:52][CH3:53])[c:11]([O:17][CH3:18])[c:12]1[O:13][CH2:14][O:15][CH3:16]. Reactants: [Li]CCCC, COCOCCc1c(OC)c(OCOC)cc(OC)c1OCOC, CN(C)CCN(C)C, Cc1ccccc1, CN(C)P(=O)(N(C)C)N(C)C, CCOCC, COCOc1cc(OC)c(OCOC)c(CCCCCI)c1OC. Reactants: O=C([O-])[O-], CCI, CN(C)C=O, Cc1ccccc1, Cc1c(F)cccc1C(=O)O, [K+], [K+]. Yields the product CCOC(=O)c1cccc(F)c1C. Reaction SMILES: [C:17](=[O:18])([O-:19])[O-:20].[CH2:23]([CH3:24])[I:25].[CH3:12][N:13]([CH3:14])[CH:15]=[O:16].[CH3:26][c:27]1[cH:28][cH:29][cH:30][cH:31][cH:32]1.[F:1][c:2]1[c:3]([CH3:11])[c:4]([C:5](=[O:6])[OH:7])[cH:8][cH:9][cH:10]1.[K+:21].[K+:22]>>[F:1][c:2]1[c:3]([CH3:11])[c:4]([C:5](=[O:6])[O:7][CH2:23][CH3:24])[cH:8][cH:9][cH:10]1. Reactants: C(C)(C)(C)OC(=O)N1CC(OCC1)C1=CC(=C(C=C1)N)F ((RS)-2-(4-Amino-3-fluoro-phenyl)-morpholine-4-carboxylic acid tert-butyl ester), BrC1=CC(=C(C(=O)Cl)C=C1)Cl (4-bromo-2-chlorobenzoyl chloride). Yields the product C(C)(C)(C)OC(=O)N1CC(OCC1)C1=C(C=C(C=C1)N)Cl ((RS)-2-(4-Amino-2-chloro-phenyl)-morpholine-4-carboxylic acid tert-butyl ester). As a reaction SMILES: [C:1]([O:5][C:6]([N:8]1[CH2:13][CH2:12][O:11][CH:10]([C:14]2[CH:19]=[CH:18][C:17]([NH2:20])=[C:16](F)[CH:15]=2)[CH2:9]1)=[O:7])([CH3:4])([CH3:3])[CH3:2].BrC1C=CC(C([Cl:29])=O)=C(Cl)C=1>>[C:1]([O:5][C:6]([N:8]1[CH2:13][CH2:12][O:11][CH:10]([C:14]2[CH:19]=[CH:18][C:17]([NH2:20])=[CH:16][C:15]=2[Cl:29])[CH2:9]1)=[O:7])([CH3:4])([CH3:3])[CH3:2]. Procedure: In analogy to (RS)-2-(4-Amino-3-fluoro-phenyl)-morpholine-4-carboxylic acid tert-butyl ester (Example 1, steps a-g) using 4-bromo-2-chlorobenzoyl chloride (CAS 21900-55-0) instead of 4-bromo-3-fluorobenzoyl chloride.